This data is from the Open Reaction Database (ORD), a public repository of structured organic reaction records. The task is: describe an organic reaction: reactants, conditions, products, and yield Reactants: C(C)OC(=O)C1CCN(CC1)CC1=CC=CC=C1 (1-(phenylmethyl)-4-piperidinecarboxylic acid ethyl ester), [Mg] (magnesium), II (iodine), BrC1=CC=C(C=C1)F (p-bromofluorobenzene), [Cl-].[NH4+] (ammonium chloride). The solvent is O1CCCC1 (THF), O1CCCC1 (tetrahydrofuran), O1CCCC1 (THF). Run at time 1.5 hour. Yields the product FC1=CC=C(C=C1)C(O)(C1CCN(CC1)CC1=CC=CC=C1)C1=CC=C(C=C1)F (α,α-bis-(4-Fluorophenyl)-1-(phenylmethyl)-4-piperidinemethanol). Isolated yield 51.0%. As a reaction SMILES: [Mg].II.Br[C:5]1[CH:10]=[CH:9][C:8]([F:11])=[CH:7][CH:6]=1.C(O[C:15]([CH:17]1[CH2:22][CH2:21][N:20]([CH2:23][C:24]2[CH:29]=[CH:28][CH:27]=[CH:26][CH:25]=2)[CH2:19][CH2:18]1)=[O:16])C.[Cl-].[NH4+]>O1CCCC1>[F:11][C:8]1[CH:9]=[CH:10][C:5]([C:15]([C:5]2[CH:10]=[CH:9][C:8]([F:11])=[CH:7][CH:6]=2)([CH:17]2[CH2:18][CH2:19][N:20]([CH2:23][C:24]3[CH:25]=[CH:26][CH:27]=[CH:28][CH:29]=3)[CH2:21][CH2:22]2)[OH:16])=[CH:6][CH:7]=1 |f:4.5|. Reported procedure: To magnesium turnings (6.08 g, 0.25 mole) and an iodine crystal in 600 ml of dry tetrahydrofuran (THF) (distilled from lithium aluminum hydride) and under an atmosphere of nitrogen was added dropwise a solution of p-bromofluorobenzene in 125 ml of THF. The temperature of the reaction mixture was kept below 10° C. by cooling in an ice-methanol bath. The mixture was stirred at room temperature for 1.5 hr. A solution of 1-(phenylmethyl)-4-piperidinecarboxylic acid ethyl ester (24.7 g, 0.10 mole) in... The reactants are [BH4-], CCOC(=O)CCC(C#N)(c1cc(C#N)cs1)C(C)C, C1CCOC1, Cl, [Li+], O. The product is CC(C)C(C#N)(CCCO)c1cc(C#N)cs1. RXN SMILES: [BH4-:21].[C:1](#[N:2])[C:3]([CH2:4][CH2:5][C:6](=[O:7])[O:8][CH2:9][CH3:10])([CH:11]([CH3:12])[CH3:13])[c:14]1[cH:15][c:16]([C:19]#[N:20])[cH:17][s:18]1.[CH2:25]1[O:26][CH2:27][CH2:28][CH2:29]1.[ClH:23].[Li+:22].[OH2:24]>>[C:1](#[N:2])[C:3]([CH2:4][CH2:5][CH2:6][OH:7])([CH:11]([CH3:12])[CH3:13])[c:14]1[cH:15][c:16]([C:19]#[N:20])[cH:17][s:18]1. The reactants are O=C(O)Cc1ccc(Br)cc1, O=CN1CCOCC1, O=C(Cl)C(=O)Cl, ClCCl, OCc1ccccc1. Product: O=C(Cc1ccc(Br)cc1)OCc1ccccc1. RXN SMILES: [Br:9][c:10]1[cH:11][cH:12][c:13]([CH2:16][C:17](=[O:18])[OH:19])[cH:14][cH:15]1.[CH:1]([N:2]1[CH2:3][CH2:4][O:5][CH2:6][CH2:7]1)=[O:8].[Cl:20][C:21]([C:22]([Cl:23])=[O:24])=[O:25].[Cl:34][CH2:35][Cl:36].[OH:26][CH2:27][c:28]1[cH:29][cH:30][cH:31][cH:32][cH:33]1>>[Br:9][c:10]1[cH:11][cH:12][c:13]([CH2:16][C:17](=[O:18])[O:19][CH2:27][c:28]2[cH:29][cH:30][cH:31][cH:32][cH:33]2)[cH:14][cH:15]1. Reactants: Cl (HCl), C(C1=CC=CC=C1)[C@@H]([C@H](C[C@H](CC1=CC=C(C=C1)C1=CC=NC=C1)NC(=O)OCC1=CC=CC=C1)O)NC(OC(C)(C)C)=O (tert-butyl(1S,2S,4S)-1-benzyl-4-{[(benzyloxy)carbonyl]amino}-2-hydroxy-5-(4-pyridin-4-ylphenyl)pentylcarbamate). The reagents and catalysts are [OH-].[OH-].[Pd+2] (Pd(OH)2 on carbon). The solvent is O1CCOCC1 (dioxane), C(C)(=O)OCC (ethyl acetate), CO (methanol). Conditions: time 18 hour. The product is N[C@H](C[C@@H]([C@H](CC1=CC=CC=C1)NC(OC(C)(C)C)=O)O)CC1=CC=C(C=C1)C1=CC=NC=C1 (tert-butyl(1S,2S,4S)-4-amino-1-benzyl-2-hydroxy-5-(4-pyridin-4-ylphenyl)pentylcarbamate), hydrochloride salt. As a reaction SMILES: [CH2:1]([C@H:8]([NH:37][C:38](=[O:44])[O:39][C:40]([CH3:43])([CH3:42])[CH3:41])[C@@H:9]([OH:36])[CH2:10][C@@H:11]([NH:25]C(OCC1C=CC=CC=1)=O)[CH2:12][C:13]1[CH:18]=[CH:17][C:16]([C:19]2[CH:24]=[CH:23][N:22]=[CH:21][CH:20]=2)=[CH:15][CH:14]=1)[C:2]1[CH:7]=[CH:6][CH:5]=[CH:4][CH:3]=1.Cl>C(OCC)(=O)C.CO.O1CCOCC1.[OH-].[OH-].[Pd+2]>[NH2:25][C@@H:11]([CH2:12][C:13]1[CH:18]=[CH:17][C:16]([C:19]2[CH:24]=[CH:23][N:22]=[CH:21][CH:20]=2)=[CH:15][CH:14]=1)[CH2:10][C@H:9]([OH:36])[C@@H:8]([NH:37][C:38](=[O:44])[O:39][C:40]([CH3:41])([CH3:42])[CH3:43])[CH2:1][C:2]1[CH:3]=[CH:4][CH:5]=[CH:6][CH:7]=1 |f:5.6.7|. Procedure details: The product from Example 150B (0.242 g, 0.41 mmol) was dissolved in a mixture of ethyl acetate (2.0 mL) and methanol (2.0 mL) and 20% Pd(OH)2 on carbon (0.10 g) and a solution of HCl in dioxane (0.10 mL, 4 N) were added, and the reaction was stirred under an atmosphere of hydrogen (balloon pressure) for 18 hours. The mixture was filtered through celite and the solvent was evaporated to give the title compound as the hydrochloride salt (0.273 g, which was used without further purification. The product is COC(=O)c1cccc([N+](=O)[O-])c1C. Starting materials: Cc1c(C(=O)O)cccc1[N+](=O)[O-], CI, CN(C)C=O, O. RXN SMILES: [CH3:6][c:7]1[c:8]([C:9](=[O:10])[OH:11])[cH:12][cH:13][cH:14][c:15]1[N+:16](=[O:17])[O-:18].[I:19][CH3:20].[O:1]=[CH:2][N:3]([CH3:4])[CH3:5].[OH2:21]>>[CH3:2][O:11][C:9]([c:8]1[c:7]([CH3:6])[c:15]([N+:16](=[O:17])[O-:18])[cH:14][cH:13][cH:12]1)=[O:10]. Reactants: C(C)O (ethanol), CN1N=NN=C1SCC=1CS[C@H]2N(C1C(=O)O)C(C2NC(C(=NOCCN=[N+]=[N-])C=2N=C(SC2)N)=O)=O (3-[(1-methyl-1H-tetrazol-5-yl)-thiomethyl]-7-[2-(2-amino-4-thiazolyl)-2-(2-azidoethoxyimino)-acetamido]-ceph-3-eme-4-carboxylic acid), C([O-])(O)=O.[Na+] (sodium bicarbonate). The solvent is molar solution, O (water). Product: CN1N=NN=C1SCC=1CS[C@H]2N(C1C(=O)[O-])C(C2NC(C(=NOCCN=[N+]=[N-])C=2N=C(SC2)N)=O)=O.[Na+] (sodium 3-[(1-methyl-1H-tetrazol-5-yl)-thiomethyl]-7-[2-(2-amino-4-thiazolyl)-2-(2-azidoethoxyimino)-acetamido]-ceph-3-eme-4-carboxylate). Reaction SMILES: C(O)C.[CH3:4][N:5]1[C:9]([S:10][CH2:11][C:12]2[CH2:13][S:14][C@@H:15]3[CH:22]([NH:23][C:24](=[O:39])[C:25]([C:33]4[N:34]=[C:35]([NH2:38])[S:36][CH:37]=4)=[N:26][O:27][CH2:28][CH2:29][N:30]=[N+:31]=[N-:32])[C:21](=[O:40])[N:16]3[C:17]=2[C:18]([OH:20])=[O:19])=[N:8][N:7]=[N:6]1.C(=O)(O)[O-].[Na+:45]>O>[CH3:4][N:5]1[C:9]([S:10][CH2:11][C:12]2[CH2:13][S:14][C@@H:15]3[CH:22]([NH:23][C:24](=[O:39])[C:25]([C:33]4[N:34]=[C:35]([NH2:38])[S:36][CH:37]=4)=[N:26][O:27][CH2:28][CH2:29][N:30]=[N+:31]=[N-:32])[C:21](=[O:40])[N:16]3[C:17]=2[C:18]([O-:20])=[O:19])=[N:8][N:7]=[N:6]1.[Na+:45] |f:2.3,5.6|. Procedure: 1 ml of ethanol was added to a solution of 0.162 g of the product of Example 36 in 0.3 ml of a molar solution of sodium bicarbonate in water and the mixture was vacuum filtered. The filtrate was evaporated to dryness undere reduced pressure and the residue was taken up in ethanol. After efflorescence, the mixture was vaccum filtered to obtain 0.09 g of the syn isomer of sodium 3-[(1-methyl-1H-tetrazol-5-yl)-thiomethyl]-7-[2-(2-amino-4-thiazolyl)-2-(2-azidoethoxyimino)-acetamido]-ceph-3-eme-4-car... The reactants are FC(C)(F)C=1C=CC(=C(CN[C@@H]2[C@@H](NCCC2)C2=CC=CC=C2)C1)OC(F)(F)F ((2S,3S) -3-(5-(1,1-Difluoroethyl)-2-(trifluoromethoxy)benzyl)amino-2-phenylpiperidine), CO.Cl (methanol hydrogen chloride). Yields the product Cl.Cl.FC(C)(F)C=1C=CC(=C(CN[C@@H]2[C@@H](NCCC2)C2=CC=CC=C2)C1)OC(F)(F)F ((2S,3S)-3-(5-(1,1-Difluoroethyl)-2-(trifluoromethoxy)benzyl)amino-2-phenylpiperidine dihydrochloride). Isolated yield 87.0%. RXN SMILES: [F:1][C:2]([C:5]1[CH:6]=[CH:7][C:8]([O:25][C:26]([F:29])([F:28])[F:27])=[C:9]([CH:24]=1)[CH2:10][NH:11][C@H:12]1[CH2:17][CH2:16][CH2:15][NH:14][C@H:13]1[C:18]1[CH:23]=[CH:22][CH:21]=[CH:20][CH:19]=1)([F:4])[CH3:3].CO.[ClH:32]>>[ClH:32].[ClH:32].[F:4][C:2]([C:5]1[CH:6]=[CH:7][C:8]([O:25][C:26]([F:27])([F:28])[F:29])=[C:9]([CH:24]=1)[CH2:10][NH:11][C@H:12]1[CH2:17][CH2:16][CH2:15][NH:14][C@H:13]1[C:18]1[CH:23]=[CH:22][CH:21]=[CH:20][CH:19]=1)([F:1])[CH3:3] |f:1.2,3.4.5|. Procedure: The Compound 27 (360 mg. 0.87 mmol)was treated with methanol-hydrogen chloride (ca 20 ml) and the solvent was evaporated in vacuo to give crude product as a white solid. The crude product was recrystallized from ethanol-diethyl ether to give Compound 28 (370 mg, 87%) as a white solid. Reactants: C(CCCCCCC\C=C/CCCCCCCC)(=O)O (oleic acid), Cl2(PCy3)2Ru. Run in ClCCl (dichloromethane). The product is 1,18-octadec-9-enedioic acid, CCCCCCCCC=CCCCCCCCC (octadec-9-ene). Isolated yield 42.0%. Reaction SMILES: [C:1](O)(=O)[CH2:2][CH2:3][CH2:4][CH2:5][CH2:6][CH2:7][CH2:8]/[CH:9]=[CH:10]\[CH2:11][CH2:12][CH2:13][CH2:14][CH2:15][CH2:16][CH2:17][CH3:18]>ClCCl>[CH3:1][CH2:2][CH2:3][CH2:4][CH2:5][CH2:6][CH2:7][CH2:8][CH:9]=[CH:10][CH2:11][CH2:12][CH2:13][CH2:14][CH2:15][CH2:16][CH2:17][CH3:18]. Procedure: In the 1990s, it was demonstrated that homogeneous ruthenium-based catalysts were effective in catalyzing olefin metathesis; moreover, these catalysts, in contrast to the tungsten and rhenium catalysts, often tolerate functionally substituted alkenes (Grubbs, R. H., Handbook of Metathesis, Wiley-Vch, Verlag GmbH & Co. KGaA, Weinheim (2003)). Such ruthenium-based catalysts have been used to prepare α,ω-dicarboxylate esters via metathetic routes. For example, a two-step process was reported using ... Reactants: C(#N)C=1C=C(C=CC1S(=O)(=O)C)[C@H](C(=O)O)CC1CCCC1 ((R)-2-(3-cyano-4-methanesulfonyl-phenyl)-3-cyclopentyl-propionic acid), NC1=NN(C=C1)CC(C)(O)C (1-(3-amino-pyrazol-1-yl)-2-methyl-propan-2-ol), N1=C(C=CC=C1C)C (2,6-lutidine), C(C(=O)Cl)(=O)Cl (oxalyl chloride). The reagents and catalysts are CN(C=O)C (N,N-dimethylformamide). Run in C(Cl)Cl (methylene chloride), C(Cl)Cl (methylene chloride), C(Cl)Cl (methylene chloride). Reaction conditions: temperature 25 celsius, time 30 minute. Yields the product C(#N)C=1C=C(C=CC1S(=O)(=O)C)[C@H](C(=O)NC1=NN(C=C1)CC(C)(C)O)CC1CCCC1 ((R)-2-(3-cyano-4-methanesulfonyl-phenyl)-3-cyclopentyl-N-[1-(2-hydroxy-2-methyl-propyl)-1H-pyrazol-3-yl]-propionamide). Yield: 65.4%. RXN SMILES: [C:1]([C:3]1[CH:4]=[C:5]([C@@H:13]([CH2:17][CH:18]2[CH2:22][CH2:21][CH2:20][CH2:19]2)[C:14](O)=[O:15])[CH:6]=[CH:7][C:8]=1[S:9]([CH3:12])(=[O:11])=[O:10])#[N:2].C(Cl)(=O)C(Cl)=O.[NH2:29][C:30]1[CH:34]=[CH:33][N:32]([CH2:35][C:36]([CH3:39])([OH:38])[CH3:37])[N:31]=1.N1C(C)=CC=CC=1C>CN(C)C=O.C(Cl)Cl>[C:1]([C:3]1[CH:4]=[C:5]([C@@H:13]([CH2:17][CH:18]2[CH2:22][CH2:21][CH2:20][CH2:19]2)[C:14]([NH:29][C:30]2[CH:34]=[CH:33][N:32]([CH2:35][C:36]([OH:38])([CH3:37])[CH3:39])[N:31]=2)=[O:15])[CH:6]=[CH:7][C:8]=1[S:9]([CH3:12])(=[O:11])=[O:10])#[N:2]. Reported procedure: In a round bottom flask was placed (R)-2-(3-cyano-4-methanesulfonyl-phenyl)-3-cyclopentyl-propionic acid (prepared in Example 114, 65 mg, 0.20 mmol), methylene chloride (2 mL) and N,N-dimethylformamide (2 drops). To this solution was then added a solution of oxalyl chloride in methylene chloride (2.0 M solution, 110 μL, 0.22 mmol). Upon addition there was gas evolution. This was stirred for 30 min at 25° C. after which time it was concentrated in vacuo. The residue was then dissolved in methylen... Reactants: C1CCOC1, O=C1CCC(=O)N1Cl, Fc1ccc(-c2cn3c(c2-c2ccccc2)CCC3)cc1. Product: Fc1ccc(-c2c(-c3ccccc3)c3n(c2Cl)CCC3)cc1. RXN SMILES: [CH2:30]1[O:31][CH2:32][CH2:33][CH2:34]1.[Cl:22][N:23]1[C:24](=[O:25])[CH2:26][CH2:27][C:28]1=[O:29].[F:1][c:2]1[cH:3][cH:4][c:5](-[c:8]2[cH:9][n:10]3[c:14]([c:15]2-[c:16]2[cH:17][cH:18][cH:19][cH:20][cH:21]2)[CH2:13][CH2:12][CH2:11]3)[cH:6][cH:7]1>>[F:1][c:2]1[cH:3][cH:4][c:5](-[c:8]2[c:9]([Cl:22])[n:10]3[c:14]([c:15]2-[c:16]2[cH:17][cH:18][cH:19][cH:20][cH:21]2)[CH2:13][CH2:12][CH2:11]3)[cH:6][cH:7]1.